This data is from the Open Reaction Database (ORD), a public repository of structured organic reaction records. The task is: describe an organic reaction: reactants, conditions, products, and yield The reactants are COC(C(CC1=CC=C(C=2CCCCC12)O)OCC)=O ([rac]-2-ethoxy-3-(4-hydroxy-5,6,7,8-tetrahydro-naphthalen-1-yl)-propionic acid methyl ester), CC1=C(N=C(S1)C1=CC=C(C=C1)C(F)(F)F)CCO (2-[5-methyl-2-(4-trifluoromethyl-phenyl)-thiazol-4-yl]-ethanol), C([O-])([O-])=O.[Cs+].[Cs+] (cesium carbonate). Solvent: CN(C=O)C (N,N-dimethylformamide). Yields the product COC(C(CC1=CC=C(C=2CCCCC12)OCC1=C(N=C(S1)C1=CC=C(C=C1)C(F)(F)F)C)OCC)=O ([rac]-2-ethoxy-3-{4-[4-methyl-2-(4-trifluoromethyl-phenyl)-thiazol-5-ylmethoxy]-5,6,7,8-tetrahydro-naphthalen-1-yl}-propionic acid methyl ester). RXN SMILES: [CH3:1][O:2][C:3](=[O:20])[CH:4]([O:17][CH2:18][CH3:19])[CH2:5][C:6]1[C:15]2[CH2:14][CH2:13][CH2:12][CH2:11][C:10]=2[C:9]([OH:16])=[CH:8][CH:7]=1.[CH3:21][C:22]1[S:26][C:25]([C:27]2[CH:32]=[CH:31][C:30]([C:33]([F:36])([F:35])[F:34])=[CH:29][CH:28]=2)=[N:24][C:23]=1[CH2:37]CO.C(=O)([O-])[O-].[Cs+].[Cs+]>CN(C)C=O>[CH3:1][O:2][C:3](=[O:20])[CH:4]([O:17][CH2:18][CH3:19])[CH2:5][C:6]1[C:15]2[CH2:14][CH2:13][CH2:12][CH2:11][C:10]=2[C:9]([O:16][CH2:21][C:22]2[S:26][C:25]([C:27]3[CH:28]=[CH:29][C:30]([C:33]([F:36])([F:34])[F:35])=[CH:31][CH:32]=3)=[N:24][C:23]=2[CH3:37])=[CH:8][CH:7]=1 |f:2.3.4|. Procedure: In analogy to the procedure described in example 14 b], [rac]-2-ethoxy-3-(4-hydroxy-5,6,7,8-tetrahydro-naphthalen-1-yl)-propionic acid methyl ester (example 2 c]) was reacted with 5-chloromethyl-4-methyl-2-(4-trifluoromethyl-phenyl)-thiazole [PCT Int. Appl. (2001), WO 01/00603 A1] in N,N-dimethylformamide in the presence of cesium carbonate to give [rac]-2-ethoxy-3-{4-[4-methyl-2-(4-trifluoromethyl-phenyl)-thiazol-5-ylmethoxy]-5,6,7,8-tetrahydro-naphthalen-1-yl}-propionic acid methyl ester, whic...